From a dataset of the Open Reaction Database (ORD), a public repository of structured organic reaction records. describe an organic reaction: reactants, conditions, products, and yield Reactants: N[C@H](CC)C=1C=NC=C(C#N)C1 ((R)-5-(1-aminopropyl)nicotinonitrile), ClC1=C(C#N)C=CC(=C1C#C[Si](C)(C)C)F (2-chloro-4-fluoro-3-((trimethylsilyl)ethynyl)benzonitrile), C(=O)([O-])[O-].[K+].[K+] (K2CO3), PTFE, C(=O)(O)[O-].[Na+] (NaHCO3). Run in CN1CCCC1=O (NMP). Run at temperature 60 celsius, time 18 hour. Yields the product ClC1=C2C=CN(C2=CC=C1C#N)[C@H](CC)C=1C=NC=C(C1)C#N ((R)-4-chloro-1-(1-(5-cyanopyridin-3-yl)propyl)-1H-indole-5-carbonitrile). Isolated yield 34.3%. Reaction SMILES: [NH2:1][C@@H:2]([C:5]1[CH:6]=[N:7][CH:8]=[C:9]([CH:12]=1)[C:10]#[N:11])[CH2:3][CH3:4].[Cl:13][C:14]1[C:21]([C:22]#[C:23][Si](C)(C)C)=[C:20](F)[CH:19]=[CH:18][C:15]=1[C:16]#[N:17].C([O-])([O-])=O.[K+].[K+].C([O-])(O)=O.[Na+]>CN1C(=O)CCC1>[Cl:13][C:14]1[C:15]([C:16]#[N:17])=[CH:18][CH:19]=[C:20]2[C:21]=1[CH:22]=[CH:23][N:1]2[C@@H:2]([C:5]1[CH:6]=[N:7][CH:8]=[C:9]([C:10]#[N:11])[CH:12]=1)[CH2:3][CH3:4] |f:2.3.4,5.6|. Procedure details: An oven-dried vial was charged with commercially available (R)-5-(1-aminopropyl)nicotinonitrile (0.165 g, 1.023 mmol), 2-chloro-4-fluoro-3-((trimethylsilyl)ethynyl)benzonitrile (Example 32B) (0.234 g, 0.93 mmol), and K2CO3 (0.141 g, 1.023 mmol) and sealed with a rubber septum. Anhyd NMP (3 mL) was added via syringe and the mixture was stirred in a heating block at 60° C. under N2. After 18 h, the septum was replaced with a PTFE-faced crimp top and the mixture was subjected to microwave heating (... The reactants are C(C)OC(=O)C=1N(N=C(C1)OCCOCCOC)CC(NC1=NC=C(C=C1)Cl)=O (2-[(5-Chloro-pyridin-2-ylcarbamoyl)-methyl]-5-[2-(2-methoxy-ethoxy)-ethoxy]-2H-pyrazole-3-carboxylic acid ethyl ester), [OH-].[K+] (KOH), Cl (hydrochloric acid). Run in C1CCOC1 (THF). Reaction conditions: time 4 hour. Yields the product ClC=1C=CC(=NC1)NC(=O)CN1N=C(C=C1C(=O)O)OCCOCCOC (2-[(5-Chloro-pyridin-2-ylcarbamoyl)-methyl]-5-[2-(2-methoxy-ethoxy)-ethoxy]-2H-pyrazole-3-carboxylic acid). As a reaction SMILES: C([O:3][C:4]([C:6]1[N:7]([CH2:19][C:20](=[O:29])[NH:21][C:22]2[CH:27]=[CH:26][C:25]([Cl:28])=[CH:24][N:23]=2)[N:8]=[C:9]([O:11][CH2:12][CH2:13][O:14][CH2:15][CH2:16][O:17][CH3:18])[CH:10]=1)=[O:5])C.[OH-].[K+].Cl>C1COCC1>[Cl:28][C:25]1[CH:26]=[CH:27][C:22]([NH:21][C:20]([CH2:19][N:7]2[C:6]([C:4]([OH:5])=[O:3])=[CH:10][C:9]([O:11][CH2:12][CH2:13][O:14][CH2:15][CH2:16][O:17][CH3:18])=[N:8]2)=[O:29])=[N:23][CH:24]=1 |f:1.2|. Procedure details: To a solution of 1.2 g 2-[(5-Chloro-pyridin-2-ylcarbamoyl)-methyl]-5-[2-(2-methoxy-ethoxy)-ethoxy]-2H-pyrazole-3-carboxylic acid ethyl ester in 5 ml THF 10 ml of a aqueous KOH solution (10%) were added and the reaction mixture was stirred for 4 h at RT. Then the mixture was acidified with half concentrated hydrochloric acid to pH 3 and the precipitate collected by filtration and washed with 10 ml of water The product was obtained as a white solid which was dried under reduced pressure. Reactants: BrC=1C=CC=2C3=C(N(C2C1)C)CC(N(C3)C(=O)OC(C)(C)C)C (tert-Butyl 7-bromo-3,5-dimethyl-3,4-dihydro-1H-pyrido[4,3-b]indole-2(5H)-carboxylate), FC1=CC=C(CCN2CC(NCC2)=O)C=C1 (4-(4-fluorophenethyl)piperazin-2-one). Yields the product FC1=CC=C(CCN2CC(N(CC2)C=2C=CC=3C4=C(N(C3C2)C)CC(N(C4)C(=O)OC(C)(C)C)C)=O)C=C1 (tert-Butyl 7-(4-(4-fluorophenethyl)-2-oxopiperazin-1-yl)-3,5-dimethyl-3,4-dihydro-1H-pyrido[4,3-b]indole-2(5H)-carboxylate). The yield is 66.8%. As a reaction SMILES: Br[C:2]1[CH:3]=[CH:4][C:5]2[C:6]3[CH2:15][N:14]([C:16]([O:18][C:19]([CH3:22])([CH3:21])[CH3:20])=[O:17])[CH:13]([CH3:23])[CH2:12][C:7]=3[N:8]([CH3:11])[C:9]=2[CH:10]=1.[F:24][C:25]1[CH:39]=[CH:38][C:28]([CH2:29][CH2:30][N:31]2[CH2:36][CH2:35][NH:34][C:33](=[O:37])[CH2:32]2)=[CH:27][CH:26]=1>>[F:24][C:25]1[CH:26]=[CH:27][C:28]([CH2:29][CH2:30][N:31]2[CH2:36][CH2:35][N:34]([C:2]3[CH:3]=[CH:4][C:5]4[C:6]5[CH2:15][N:14]([C:16]([O:18][C:19]([CH3:22])([CH3:21])[CH3:20])=[O:17])[CH:13]([CH3:23])[CH2:12][C:7]=5[N:8]([CH3:11])[C:9]=4[CH:10]=3)[C:33](=[O:37])[CH2:32]2)=[CH:38][CH:39]=1. Reported procedure: tert-Butyl 7-bromo-3,5-dimethyl-3,4-dihydro-1H-pyrido[4,3-b]indole-2(5H)-carboxylate (300 mg, 0.791 mmol) and 4-(4-fluorophenethyl)piperazin-2-one (174 mg, 0.791 mmol) were reacted following the procedure for Example 2 (step f) to provide the title compound (275 mg, 67%) as a yellow oil: ESI MS m/z 521 [M+H]+. The reactants are N(=O)[O-].[Na+] (sodium nitrite), FC(C=1C=C(N)C=CC1)(F)F (3-(trifluoromethyl)aniline), Cl (hydrochloric acid), BrC1=C(OC=C1)C(CC(C)=O)=O (1-(3-bromofuran-2-yl)butane-1,3-dione), C(C)(=O)[O-].[Na+] (sodium acetate). The solvent is O (water), O (water), CO (methanol). Reaction conditions: time 15 minute. The product is BrC1=C(OC=C1)C(C(C(C)=O)=NNC1=CC(=CC=C1)C(F)(F)F)=O (1-(3-bromofuran-2-yl)-2-{[3-(trifluoromethyl)phenyl]hydrazono}butane-1,3-dione). RXN SMILES: [F:1][C:2]([F:11])([F:10])[C:3]1[CH:4]=[C:5]([CH:7]=[CH:8][CH:9]=1)[NH2:6].Cl.[N:13]([O-])=O.[Na+].[Br:17][C:18]1[CH:22]=[CH:21][O:20][C:19]=1[C:23](=[O:28])[CH2:24][C:25](=[O:27])[CH3:26].C([O-])(=O)C.[Na+]>O.CO>[Br:17][C:18]1[CH:22]=[CH:21][O:20][C:19]=1[C:23](=[O:28])[C:24](=[N:13][NH:6][C:5]1[CH:7]=[CH:8][CH:9]=[C:3]([C:2]([F:10])([F:11])[F:1])[CH:4]=1)[C:25](=[O:27])[CH3:26] |f:2.3,5.6|. Procedure: To a mixture of 3-(trifluoromethyl)aniline (0.500 mL) and 6M hydrochloric acid (4 mL) was added dropwise a solution of sodium nitrite (0.345 g) in water (1 mL) at 0° C., and the mixture was stirred for 15 min. The obtained aqueous solution was added to a suspension, which was cooled to 0° C., of 1-(3-bromofuran-2-yl)butane-1,3-dione (0.924 g) and sodium acetate (1.97 g) in methanol (10 mL). The reaction mixture was poured into water, and the mixture was extracted with ethyl acetate. The extract ... Procedure details: The general method described in Steps 9 and 10 of Example 1 was used to aminate 6-(1H-imidazo[4,5-c]quinolin-1-yl)-1-phenylhexan-1-one (2.0 g, 5.8 mmol) by reaction with m-CPBA (1.44 g, 6.41 mmol) to provide 6-(5-oxido-1H-imidazo[4,5-c]quinolin-1-yl)-1-phenylhexan-1-one followed by reaction with p-toluenesulfonyl chloride (1.22 g, 6.41 mmol) and ammonium hydroxide solution (10 mL) to provide 6-(4-amino-1H-imidazo[4,5-c]quinolin-1-yl)-1-phenylhexan-1-one (0.29 g) as an off-white solid after chrom... The reactants are N1(C=NC=2C=NC=3C=CC=CC3C21)CCCCCC(=O)C2=CC=CC=C2 (6-(1H-imidazo[4,5-c]quinolin-1-yl)-1-phenylhexan-1-one), C1=CC(=CC(=C1)Cl)C(=O)OO (m-CPBA). As a reaction SMILES: [N:1]1([CH2:14][CH2:15][CH2:16][CH2:17][CH2:18][C:19]([C:21]2[CH:26]=[CH:25][CH:24]=[CH:23][CH:22]=2)=[O:20])[C:13]2[C:12]3[CH:11]=[CH:10][CH:9]=[CH:8][C:7]=3[N:6]=[CH:5][C:4]=2[N:3]=[CH:2]1.C1C=C(Cl)C=C(C(OO)=[O:35])C=1>>[O-:35][N+:6]1[C:7]2[CH:8]=[CH:9][CH:10]=[CH:11][C:12]=2[C:13]2[N:1]([CH2:14][CH2:15][CH2:16][CH2:17][CH2:18][C:19]([C:21]3[CH:26]=[CH:25][CH:24]=[CH:23][CH:22]=3)=[O:20])[CH:2]=[N:3][C:4]=2[CH:5]=1. Yields the product [O-][N+]1=CC2=C(C=3C=CC=CC13)N(C=N2)CCCCCC(=O)C2=CC=CC=C2 (6-(5-oxido-1H-imidazo[4,5-c]quinolin-1-yl)-1-phenylhexan-1-one). Starting materials: ClC=1C=CC=C2C(=C(N=NC12)C1=CC=CC=C1)C=1C=C(C=CC1)N (3-(8-chloro-3-phenyl-cinnolin-4-yl)-phenylamine), ClC=1C=CC(=C(C=O)C1)C(F)(F)F (5-chloro-2-trifluoromethylbenzaldehyde). The product is ClC=1C=CC=C2C(=C(N=NC12)C1=CC=CC=C1)C=1C=C(C=CC1)NCC1=C(C=CC(=C1)Cl)C(F)(F)F ([3-(8-Chloro-3-phenylcinnolin-4-yl)phenyl][5-chloro-2-(trifluoromethyl)benzyl]amine). RXN SMILES: [Cl:1][C:2]1[CH:3]=[CH:4][CH:5]=[C:6]2[C:11]=1[N:10]=[N:9][C:8]([C:12]1[CH:17]=[CH:16][CH:15]=[CH:14][CH:13]=1)=[C:7]2[C:18]1[CH:19]=[C:20]([NH2:24])[CH:21]=[CH:22][CH:23]=1.[Cl:25][C:26]1[CH:27]=[CH:28][C:29]([C:34]([F:37])([F:36])[F:35])=[C:30]([CH:33]=1)[CH:31]=O>>[Cl:1][C:2]1[CH:3]=[CH:4][CH:5]=[C:6]2[C:11]=1[N:10]=[N:9][C:8]([C:12]1[CH:13]=[CH:14][CH:15]=[CH:16][CH:17]=1)=[C:7]2[C:18]1[CH:19]=[C:20]([NH:24][CH2:31][C:30]2[CH:33]=[C:26]([Cl:25])[CH:27]=[CH:28][C:29]=2[C:34]([F:36])([F:35])[F:37])[CH:21]=[CH:22][CH:23]=1. Procedure: The title compound was prepared from 3-(8-chloro-3-phenyl-cinnolin-4-yl)-phenylamine and 5-chloro-2-trifluoromethylbenzaldehyde according to the procedure of Step 5 Example 6. MS (ES) m/z 523.9. Solvent: CCO (EtOH). Reaction SMILES: Cl[C:2]1[C:11]2[C:6](=[CH:7][C:8]([O:15][CH3:16])=[C:9]([O:12][CH2:13][CH3:14])[CH:10]=2)[N:5]=[CH:4][C:3]=1[C:17]#[N:18].[NH2:19][C:20]1[CH:28]=[C:27]2[C:23]([CH:24]=[N:25][NH:26]2)=[CH:22][CH:21]=1.C([O-])(O)=O.[Na+]>CCO>[CH2:13]([O:12][C:9]1[CH:10]=[C:11]2[C:6](=[CH:7][C:8]=1[O:15][CH3:16])[N:5]=[CH:4][C:3]([C:17]#[N:18])=[C:2]2[NH:19][C:20]1[CH:28]=[C:27]2[C:23]([CH:24]=[N:25][NH:26]2)=[CH:22][CH:21]=1)[CH3:14] |f:2.3|. Isolated yield 47.1%. Reported procedure: A mixture of 1.00 g (3.82 mmol) of 4-chloro-6-ethoxy-7-methoxyquinoline-3-carbonitrile and 0.609 g (4.58 mmol) of 6-aminoindazole in 20 mL of EtOH was refluxed under N2 for 8 h. Satd NaHCO3 was added, solvent was removed and the residue was azeotroped twice with EtOH. The solid was slurried with cold EtOH, collected, washed twice with H2O and dried. Recrystallization from EtOH yielded 0.646 g of 6-ethoxy-4-(1H-indazol-6-ylamino)-7-methoxyquinoline-3-carbonitrile as tan crystals: mass spectrum (e... The product is C(C)OC=1C=C2C(=C(C=NC2=CC1OC)C#N)NC1=CC=C2C=NNC2=C1 (6-ethoxy-4-(1H-indazol-6-ylamino)-7-methoxyquinoline-3-carbonitrile). Reactants: ClC1=C(C=NC2=CC(=C(C=C12)OCC)OC)C#N (4-chloro-6-ethoxy-7-methoxyquinoline-3-carbonitrile), NC1=CC=C2C=NNC2=C1 (6-aminoindazole), C(=O)(O)[O-].[Na+] (NaHCO3). The reactants are C(=O)(O)C1=NC=C(C(=O)O)C=C1 (6-carboxy-nicotinic acid), CO (methanol). Procedure: The starting material is prepared as follows: The suspension of 3,000 g at 6-carboxy-nicotinic acid in 18,000 ml of methanol and 300 ml of concentrated sulfuric acid is refluxed for 3 hours while stirring under nitrogen. The solution formed is cooled to 5°, diluted with 18,000 ml of water, the resulting suspension stirred for 1 hour at 5°, the precipitate collected and washed with 4,000 ml of water, to yield the 6-carbomethoxynicotinic acid melting at 195°-202°. Yields the product C(=O)(OC)C1=NC=C(C(=O)O)C=C1 (6-carbomethoxynicotinic acid). Reaction SMILES: [C:1]([C:4]1[CH:12]=[CH:11][C:7]([C:8]([OH:10])=[O:9])=[CH:6][N:5]=1)([OH:3])=[O:2].[CH3:13]O>S(=O)(=O)(O)O.O>[C:1]([C:4]1[CH:12]=[CH:11][C:7]([C:8]([OH:10])=[O:9])=[CH:6][N:5]=1)([O:3][CH3:13])=[O:2]. Run in S(O)(O)(=O)=O (sulfuric acid), O (water).